Dataset: the Open Reaction Database (ORD), a public repository of structured organic reaction records. Task: describe an organic reaction: reactants, conditions, products, and yield Starting materials: SO2Cl2, BrC1=CC=C(C=C1)NC(N[C@@H](CNC(C1=CC=C(C=C1)CCC(=O)OC)=O)C(=O)OC(C)(C)C)=S ((1,1-dimethyl ethyl) N-[[(4-bromophenyl)amino]thioxomethyl]-3-[[4-(3-methoxy-3-oxo-propyl)benzoyl]amino]-L-alaninate), SO2Cl2. The solvent is ClCCl (dichloromethane), ClC1=CC=CC=C1 (chlorobenzene). Conditions: temperature 4 celsius. Product: BrC1=CC2=C(N=C(S2)N[C@@H](CNC(C2=CC=C(C=C2)CCC(=O)OC)=O)C(=O)OC(C)(C)C)C=C1 ((1,1-dimethyl ethyl) N-(6-bromo-2-benzothiazolyl)-3-[[4-(3-methoxy-3-oxo-propyl)benzoyl]amino]-L-alaninate). The yield is 28.1%. As a reaction SMILES: [Br:1][C:2]1[CH:7]=[CH:6][C:5]([NH:8][C:9](=[S:35])[NH:10][C@H:11]([C:28]([O:30][C:31]([CH3:34])([CH3:33])[CH3:32])=[O:29])[CH2:12][NH:13][C:14](=[O:27])[C:15]2[CH:20]=[CH:19][C:18]([CH2:21][CH2:22][C:23]([O:25][CH3:26])=[O:24])=[CH:17][CH:16]=2)=[CH:4][CH:3]=1>ClC1C=CC=CC=1.ClCCl>[Br:1][C:2]1[CH:3]=[CH:4][C:5]2[N:8]=[C:9]([NH:10][C@H:11]([C:28]([O:30][C:31]([CH3:32])([CH3:34])[CH3:33])=[O:29])[CH2:12][NH:13][C:14](=[O:27])[C:15]3[CH:20]=[CH:19][C:18]([CH2:21][CH2:22][C:23]([O:25][CH3:26])=[O:24])=[CH:17][CH:16]=3)[S:35][C:6]=2[CH:7]=1. Procedure: 0.05 ml of SO2Cl2 is added to a solution of 250 mg of 11-1 in 5 ml of chlorobenzene cooled down to approximately 4° C., the temperature is allowed to rise to 20° C. and a further 0.05 ml of SO2Cl2 is added. The reaction medium is then diluted in dichloromethane and washed, the organic phase is dried, and evaporation is carried out under reduced pressure until a dry extract is obtained which is purified by chromatography, eluting with a CH2Cl2/AcOEt mixture 85/15. 70 mg of expected product is obt...